This data is from the Open Reaction Database (ORD), a public repository of structured organic reaction records. The task is: describe an organic reaction: reactants, conditions, products, and yield Starting materials: Oc1cccc(Br)c1, BrCc1cccc(Br)c1, CC(C)=O, [I-], [K+], [K+], [Na+], O=C([O-])[O-]. Product: Brc1cccc(COc2cccc(Br)c2)c1. Reaction SMILES: [Br:1][c:2]1[cH:3][c:4]([OH:8])[cH:5][cH:6][cH:7]1.[Br:9][c:10]1[cH:11][c:12]([CH2:13][Br:14])[cH:15][cH:16][cH:17]1.[CH3:26][C:27](=[O:28])[CH3:29].[I-:24].[K+:18].[K+:19].[Na+:25].[O-:20][C:21]([O-:22])=[O:23]>>[Br:1][c:2]1[cH:3][c:4]([O:8][CH2:13][c:12]2[cH:11][c:10]([Br:9])[cH:17][cH:16][cH:15]2)[cH:5][cH:6][cH:7]1. Reactants: ClC1=NN2C(C=C1)=NC(=C2)C=2C=CC(=C(C2)NC(C(C)(C)C)=O)C(F)(F)F (N-[5-(6-chloroimidazo[2,1-f]pyridazin-2-yl)-2-(trifluoromethyl)phenyl]-2,2-dimethyl-propanamide), CN (methylamine). The solvent is C1CCOC1 (THF). Run at temperature 80 celsius. Yields the product CC(C(=O)NC1=C(C=CC(=C1)C=1N=C2C=CC(=NN2C1)NC)C(F)(F)F)(C)C (2,2-dimethyl-N-[5-(6-methylaminoimidazo[2,1-f]pyridazin-2-yl)-2-(trifluoromethyl)phenyl]propanamide). Isolated yield 35.1%. As a reaction SMILES: Cl[C:2]1[CH:7]=[CH:6][C:5]2=[N:8][C:9]([C:11]3[CH:12]=[CH:13][C:14]([C:24]([F:27])([F:26])[F:25])=[C:15]([NH:17][C:18](=[O:23])[C:19]([CH3:22])([CH3:21])[CH3:20])[CH:16]=3)=[CH:10][N:4]2[N:3]=1.[CH3:28][NH2:29]>C1COCC1>[CH3:20][C:19]([CH3:22])([CH3:21])[C:18]([NH:17][C:15]1[CH:16]=[C:11]([C:9]2[N:8]=[C:5]3[N:4]([CH:10]=2)[N:3]=[C:2]([NH:29][CH3:28])[CH:7]=[CH:6]3)[CH:12]=[CH:13][C:14]=1[C:24]([F:27])([F:26])[F:25])=[O:23]. Reported procedure: A 8 mL vial is charged with N-[5-(6-chloroimidazo[2,1-f]pyridazin-2-yl)-2-(trifluoromethyl)phenyl]-2,2-dimethyl-propanamide (0.032 g, 0.08 mmol), THF (0.649 mL), and methylamine (0.08 mL, 2 M in THF, 0.16 mol). The mixture is stirred and heated to 80° C. for 16 hr. The mixture is concentrated onto celite and purified by silica gel chromatography (0-100% EtOAc in CH2Cl2) to give the title compound (11 mg, 35% yield). LCMS m/z=392.5 [M+H]+, tR=2.36 min. (compound same as Example 137) The product is NCC1=C(C=CC=C1)C1=CC=C(C=C1)CO (4-(2'-Aminomethylphenyl)hydroxymethylbenzene). RXN SMILES: C[O:2][C:3](=O)[C:4]1[CH:9]=[CH:8][C:7]([C:10]2[CH:15]=[CH:14][CH:13]=[CH:12][C:11]=2[C:16]#[N:17])=[CH:6][CH:5]=1.[H-].[Al+3].[Li+].[H-].[H-].[H-]>O1CCCC1>[NH2:17][CH2:16][C:11]1[CH:12]=[CH:13][CH:14]=[CH:15][C:10]=1[C:7]1[CH:6]=[CH:5][C:4]([CH2:3][OH:2])=[CH:9][CH:8]=1 |f:1.2.3.4.5.6|. Solvent: O1CCCC1 (tetrahydrofuran), O1CCCC1 (tetrahydrofuran). Reaction conditions: time 3 hour. The reactants are COC(C1=CC=C(C=C1)C1=C(C=CC=C1)C#N)=O (4-(2'-cyanophenyl)benzoic acid methyl ester), [H-].[Al+3].[Li+].[H-].[H-].[H-] (lithium aluminum hydride). Procedure details: To a solution of 4-(2'-cyanophenyl)benzoic acid methyl ester (0.428 g, 1.804 mmol) in tetrahydrofuran (14.3 mL) at 0° C. was added 1.0 M lithium aluminum hydride in tetrahydrofuran (3.61 mL, 3.61 mmol) over 10 minutes. The reaction was allowed to stir at ambient temperature for 3 hours, then warmed to 45° C. for 3 hours, cooled and quenched by dropwise addition of saturated Na2SO4 (0.46 mL). The reaction was diluted with diethylether, Na2SO4 was added, the mixture filtered through a pad of Celit... Reactants: O1C(C1)C1=CC=C(C=C1)C1=NOC(=N1)C1=C(C(=NO1)C1=CC=CC=C1)C(F)(F)F (3-(4-(oxiran-2-yl)phenyl)-5-(3-phenyl-4-(trifluoromethyl)isoxazol-5-yl)-1,2,4-oxadiazole), 28C, C[Si](OC1(CNCCC1)C(=O)OC)(C)C (methyl 3-(trimethylsilyloxy)piperidine-3-carboxylate). Run in CO (MeOH). Conditions: temperature 80 celsius. Product: OC1(CN(CCC1)CC(C1=CC=C(C=C1)C1=NOC(=N1)C1=C(C(=NO1)C1=CC=CC=C1)C(F)(F)F)O)C(=O)O (3-hydroxy-1-(2-hydroxy-2-(4-(5-(3-phenyl-4-(trifluoromethyl)isoxazol-5-yl)-1,2,4-oxadiazol-3-yl)phenyl)ethyl)piperidine-3-carboxylic acid). As a reaction SMILES: [O:1]1[CH2:3][CH:2]1[C:4]1[CH:9]=[CH:8][C:7]([C:10]2[N:14]=[C:13]([C:15]3[O:19][N:18]=[C:17]([C:20]4[CH:25]=[CH:24][CH:23]=[CH:22][CH:21]=4)[C:16]=3[C:26]([F:29])([F:28])[F:27])[O:12][N:11]=2)=[CH:6][CH:5]=1.C[Si](C)(C)[O:32][C:33]1([C:39]([O:41]C)=[O:40])[CH2:38][CH2:37][CH2:36][NH:35][CH2:34]1>CO>[OH:32][C:33]1([C:39]([OH:41])=[O:40])[CH2:38][CH2:37][CH2:36][N:35]([CH2:3][CH:2]([OH:1])[C:4]2[CH:9]=[CH:8][C:7]([C:10]3[N:14]=[C:13]([C:15]4[O:19][N:18]=[C:17]([C:20]5[CH:25]=[CH:24][CH:23]=[CH:22][CH:21]=5)[C:16]=4[C:26]([F:27])([F:28])[F:29])[O:12][N:11]=3)=[CH:6][CH:5]=2)[CH2:34]1. Procedure details: To a mixture of 3-(4-(oxiran-2-yl)phenyl)-5-(3-phenyl-4-(trifluoromethyl)isoxazol-5-yl)-1,2,4-oxadiazole, Preparation 28C (30 mg, 0.075 mmol) in MeOH (3 mL) was added methyl 3-(trimethylsilyloxy)piperidine-3-carboxylate (100 mg, 0.432 mmol). The reaction mixture was heated at 80° C. for 2 days. The reaction mixture was concentrated in vacuo. The residue was treated with 6N HCl/MeCN at 50° C. overnight. The reaction mixture was filtered and purified by HPLC. HPLC conditions: PHENOMENEX® Luna C18 ... The reactants are C(C)OC(C(CC=CC=1C=NC=CC1)C)=O (2-methyl-5-(3-pyridinyl)-4-pentenoic acid ethyl ester). Solvent: [OH-].[Na+] (NaOH), CO (methanol). Yields the product CC(C(=O)O)CC=CC=1C=NC=CC1 (2-methyl-5-(3-pyridinyl)-4-pentenoic acid). Reaction SMILES: C([O:3][C:4](=[O:16])[CH:5]([CH3:15])[CH2:6][CH:7]=[CH:8][C:9]1[CH:10]=[N:11][CH:12]=[CH:13][CH:14]=1)C>[OH-].[Na+].CO>[CH3:15][CH:5]([CH2:6][CH:7]=[CH:8][C:9]1[CH:10]=[N:11][CH:12]=[CH:13][CH:14]=1)[C:4]([OH:16])=[O:3] |f:1.2|. Reported procedure: A solution of 9.95 g of (R,S)-Z]-2-methyl-5-(3-pyridinyl)-4-pentenoic acid ethyl ester in 75 mL of 1N NaOH and 75 mL of methanol were stirred at reflux for 3 hours, then most of the methanol was removed under reduced pressure. After the solution was extracted with dichloromethane (3×50 mL). the aqueous layer was neutralized with 75 ml of 1N HCl and extracted with dichloromethane (4×40 mL). The dried (Na2SO4) extracts were evaporated to give 7.28 g of a solid which was crystallized from ether-hex...